This data is from the Open Reaction Database (ORD), a public repository of structured organic reaction records. The task is: describe an organic reaction: reactants, conditions, products, and yield Starting materials: CCCS, CC(C)(C)[O-], CN(C(F)F)S(=O)(=O)c1ccccc1Cl, [K+], CN(C)C=O. Product: CCCSc1ccccc1S(=O)(=O)N(C)C(F)F. RXN SMILES: [CH2:1]([CH2:2][CH3:3])[SH:4].[CH3:5][C:6]([CH3:7])([O-:8])[CH3:9].[F:11][CH:12]([N:13]([S:14](=[O:15])(=[O:16])[c:17]1[c:18]([Cl:23])[cH:19][cH:20][cH:21][cH:22]1)[CH3:24])[F:25].[K+:10].[O:26]=[CH:27][N:28]([CH3:29])[CH3:30]>>[CH2:1]([CH2:2][CH3:3])[S:4][c:18]1[c:17]([S:14]([N:13]([CH:12]([F:11])[F:25])[CH3:24])(=[O:15])=[O:16])[cH:22][cH:21][cH:20][cH:19]1. Starting materials: N1N=NC2=C1C=CC=C2 (benzotriazole), [OH-].[Na+] (NaOH), CC=1C=C(CBr)C=CC1 (3-methylbenzyl bromide). Run in O (H2O), CN(C)C=O (DMF). Reaction conditions: time 25 minute. The product is CC=1C=C(CN2N=NC3=C2C=CC=C3)C=CC1 (1-(3-methylbenzyl)-1H-benzotriazole). Reaction SMILES: [NH:1]1[C:5]2[CH:6]=[CH:7][CH:8]=[CH:9][C:4]=2[N:3]=[N:2]1.[OH-].[Na+].[CH3:12][C:13]1[CH:14]=[C:15]([CH:18]=[CH:19][CH:20]=1)[CH2:16]Br>CN(C=O)C.O>[CH3:12][C:13]1[CH:14]=[C:15]([CH:18]=[CH:19][CH:20]=1)[CH2:16][N:1]1[C:5]2[CH:6]=[CH:7][CH:8]=[CH:9][C:4]=2[N:3]=[N:2]1 |f:1.2|. Procedure details: To a solution of benzotriazole (3 g) in DMF (38 mL) at r.t. was added a solution of 10N NaOH (2.75 mL). After stirring for 25 min., 3-methylbenzyl bromide (3.9 mL) was added. The mixture was further stirred for 30 min, diluted with H2O, and extracted with EtOAc. The EtOAc extract was washed with brine (2×), water, brine, and was then dried (MgSO4) and concentrated. The residue was stirred in diethyl ether/hexane to give the title compound as a white solid. The reactants are B(F)(F)F.CCOCC (Boron trifluoride diethyl etherate), FC1=CC=C(C2=CC=CC=C12)C([C@H](CCC)C1=CC=C(C(=O)OC(C)(C)C)C=C1)(C1=CC=C(C=C1)OC)O (tert-butyl 4-{(1R)-1-[(4-fluoro-1-naphthyl)(hydroxy)(4-methoxyphenyl)methyl]butyl}benzoate). The solvent is C(Cl)Cl (DCM), CCOC(=O)C (EtOAc). Run at time 8 hour. The product is FC1=CC=C(C2=CC=CC=C12)C([C@H](CCC)C1=CC=C(C(=O)O)C=C1)C1=CC=C(C=C1)OC (4-{(1S)-1-[(4-fluoro-1-naphthyl)(4-methoxyphenyl)methyl]butyl}benzoic acid). RXN SMILES: B(F)(F)F.CCOCC.[F:10][C:11]1[C:20]2[C:15](=[CH:16][CH:17]=[CH:18][CH:19]=2)[C:14]([C:21](O)([C:39]2[CH:44]=[CH:43][C:42]([O:45][CH3:46])=[CH:41][CH:40]=2)[C@@H:22]([C:26]2[CH:38]=[CH:37][C:29]([C:30]([O:32]C(C)(C)C)=[O:31])=[CH:28][CH:27]=2)[CH2:23][CH2:24][CH3:25])=[CH:13][CH:12]=1>C(Cl)Cl.CCOC(C)=O>[F:10][C:11]1[C:20]2[C:15](=[CH:16][CH:17]=[CH:18][CH:19]=2)[C:14]([CH:21]([C:39]2[CH:40]=[CH:41][C:42]([O:45][CH3:46])=[CH:43][CH:44]=2)[C@@H:22]([C:26]2[CH:38]=[CH:37][C:29]([C:30]([OH:32])=[O:31])=[CH:28][CH:27]=2)[CH2:23][CH2:24][CH3:25])=[CH:13][CH:12]=1 |f:0.1|. Procedure details: Boron trifluoride diethyl etherate (0.074 mL, 0.583 mmol) was added dropwise to a solution of tert-butyl 4-{(1R)-1-[(4-fluoro-1-naphthyl)(hydroxy)(4-methoxyphenyl)methyl]butyl}benzoate (150 mg, 0.291 mmol) in DCM (2 mL) at 0° C. The solution was allowed to warm to RT and stirred overnight. The solution was diluted with EtOAc (30 mL) then washed with water and brine. The organic layer was dried over MgSO4, filtered, then concentrated to provide the title compound which was used directly in the ne...